Task: describe an organic reaction: reactants, conditions, products, and yield. Dataset: the Open Reaction Database (ORD), a public repository of structured organic reaction records Reactants: ClC1CC2=C(SC3=C1C=C(C=C3)F)C=CC(=C2)C (10-chloro-8-fluoro-10,11-dihydro-2-methyl-dibenzo[b,f]-thiepin), Cl (hydrochloric acid), CN1CCNCC1 (N-methyl-piperazine), [OH-].[Na+] (sodium hydroxide). Solvent: C1=CC=CC=C1 (benzene), C1=CC=CC=C1 (benzene). Yields the product FC=1C=CC2=C(C(CC3=C(S2)C=CC(=C3)C)N3CCN(CC3)C)C1 (1-(8-fluoro-10,11-dihydro-2-methyl-dibenzo[b,f]-thiepin-10-yl)-4-methyl-piperazine). Reaction SMILES: Cl[CH:2]1[C:8]2[CH:9]=[C:10]([F:13])[CH:11]=[CH:12][C:7]=2[S:6][C:5]2[CH:14]=[CH:15][C:16]([CH3:18])=[CH:17][C:4]=2[CH2:3]1.[CH3:19][N:20]1[CH2:25][CH2:24][NH:23][CH2:22][CH2:21]1.[OH-].[Na+].Cl>C1C=CC=CC=1>[F:13][C:10]1[CH:11]=[CH:12][C:7]2[S:6][C:5]3[CH:14]=[CH:15][C:16]([CH3:18])=[CH:17][C:4]=3[CH2:3][CH:2]([N:23]3[CH2:24][CH2:25][N:20]([CH3:19])[CH2:21][CH2:22]3)[C:8]=2[CH:9]=1 |f:2.3|. Reported procedure: 75 G. of 10-chloro-8-fluoro-10,11-dihydro-2-methyl-dibenzo[b,f]-thiepin are heated together with 150 ml. of N-methyl-piperazine at 130° for 10 minutes. Thereafter, the mixture is cooled to 40°, mixed with ice, benzene and aqueous sodium hydroxide solution and again mixed well. The benzene phase is acidified with 6N hydrochloric acid and maintained in an ice bath for 30 minutes. The precipitate is filtered, made alkaline with aqueous sodium hydroxide solution and taken up in benzene. The benzene ... Starting materials: Cc1cc(COc2ccc(S(C)(=O)=O)cc2)c2ccccc2n1, CC(=O)c1ccc(C)cc1, CC(C)[N-]C(C)C, [Li+], C1CCOC1. The product is Cc1ccc(C(C)(O)CS(=O)(=O)c2ccc(OCc3cc(C)nc4ccccc34)cc2)cc1. RXN SMILES: [CH3:1][S:2](=[O:3])(=[O:4])[c:5]1[cH:6][cH:7][c:8]([O:9][CH2:10][c:11]2[cH:12][c:13]([CH3:21])[n:14][c:15]3[cH:16][cH:17][cH:18][cH:19][c:20]23)[cH:22][cH:23]1.[CH3:32][c:33]1[cH:34][cH:35][c:36]([C:39]([CH3:40])=[O:41])[cH:37][cH:38]1.[CH:24]([N-:25][CH:26]([CH3:27])[CH3:28])([CH3:29])[CH3:30].[Li+:31].[O:42]1[CH2:43][CH2:44][CH2:45][CH2:46]1>>[CH2:1]([S:2](=[O:3])(=[O:4])[c:5]1[cH:6][cH:7][c:8]([O:9][CH2:10][c:11]2[cH:12][c:13]([CH3:21])[n:14][c:15]3[cH:16][cH:17][cH:18][cH:19][c:20]23)[cH:22][cH:23]1)[C:39]([c:36]1[cH:35][cH:34][c:33]([CH3:32])[cH:38][cH:37]1)([CH3:40])[OH:41]. Starting materials: C(C(C)C)N1N=CC(=C1)B1OC(C(O1)(C)C)(C)C (1-isobutyl-4-(4,4,5,5-tetramethyl-1,3,2-dioxaborolan-2-yl)-1H-pyrazole), BrC1=CC=C(S1)C(=O)NCC1=CC=2N(C=C1)C=CN2 (5-bromo-N-(imidazo[1,2-a]pyridin-7-ylmethyl)thiophene-2-carboxamide), BrC1=CC=C(N)C=C1 (4-bromoaniline). Yields the product N=1C=CN2C1C=C(C=C2)CNC(=O)C=2SC(=CC2)C2=CC=NN2CC(C)C (N-(imidazo[1,2-a]pyridin-7-ylmethyl)-5-[1-(2-methylpropyl)-1H-pyrazol-5-yl]thiophene-2-carboxamide). Reaction SMILES: [CH2:1]([N:5]1[CH:9]=[C:8](B2OC(C)(C)C(C)(C)O2)[CH:7]=[N:6]1)[CH:2]([CH3:4])[CH3:3].Br[C:20]1[S:24][C:23]([C:25]([NH:27][CH2:28][C:29]2[CH:34]=[CH:33][N:32]3[CH:35]=[CH:36][N:37]=[C:31]3[CH:30]=2)=[O:26])=[CH:22][CH:21]=1.BrC1C=CC(N)=CC=1>>[N:37]1[CH:36]=[CH:35][N:32]2[CH:33]=[CH:34][C:29]([CH2:28][NH:27][C:25]([C:23]3[S:24][C:20]([C:9]4[N:5]([CH2:1][CH:2]([CH3:3])[CH3:4])[N:6]=[CH:7][CH:8]=4)=[CH:21][CH:22]=3)=[O:26])=[CH:30][C:31]=12. Procedure details: The title compound was prepared as described in Example 51A, substituting 1-isobutyl-5-(4,4,5,5-tetramethyl-1,3,2-dioxaborolan-2-yl)-1H-pyrazole for 1-isobutyl-4-(4,4,5,5-tetramethyl-1,3,2-dioxaborolan-2-yl)-1H-pyrazole and 5-bromo-N-(imidazo[1,2-a]pyridin-7-ylmethyl)thiophene-2-carboxamide for 4-bromoaniline. 1H NMR (500 MHz, DMSO-d6) δ ppm 9.24 (t, J=5.9 Hz, 1H), 8.51 (dd, J=7.0, 0.7 Hz, 1H), 7.90 (d, J=0.8 Hz, 1H), 7.87 (d, J=3.9 Hz, 1H), 7.57-7.49 (m, 2H), 7.43 (s, 1H), 7.39 (d, J=3.9 Hz, 1H... Reactants: CCOC(=O)C=C(C)Cl, CC(C)(C)[O-], Cc1ccc(O)cn1, [K+], C1CCOC1. RXN SMILES: [CH2:15]([CH3:16])[O:17][C:18]([CH:19]=[C:20]([CH3:21])[Cl:22])=[O:23].[CH3:1][C:2]([CH3:3])([O-:4])[CH3:5].[CH3:7][c:8]1[cH:9][cH:10][c:11]([OH:14])[cH:12][n:13]1.[K+:6].[O:24]1[CH2:25][CH2:26][CH2:27][CH2:28]1>>[CH3:7][c:8]1[cH:9][cH:10][c:11]([O:14][C:20](=[CH:19][C:18]([O:17][CH2:15][CH3:16])=[O:23])[CH3:21])[cH:12][n:13]1. The product is CCOC(=O)C=C(C)Oc1ccc(C)nc1. Starting materials: N1(CCOCC1)C[C@H]1[C@H](N(CC1)[C@@H](C)C1=CC=CC=C1)C(=O)N ((2S,3S)-3-morpholin-4-ylmethyl-1-((S)-1-phenyl-ethyl)-pyrrolidine-2-carboxylic acid amide). Reagents/catalysts: [Pd] (Pd on charcoal). Solvent: O (H2O). Product: N1(CCOCC1)C[C@H]1[C@H](NCC1)C(=O)N ((2S,3S)-3-Morpholin-4-ylmethyl-pyrrolidine-2-carboxylic acid amide). As a reaction SMILES: [N:1]1([CH2:7][C@@H:8]2[CH2:12][CH2:11][N:10]([C@H](C3C=CC=CC=3)C)[C@@H:9]2[C:21]([NH2:23])=[O:22])[CH2:6][CH2:5][O:4][CH2:3][CH2:2]1>[Pd].O>[N:1]1([CH2:7][C@@H:8]2[CH2:12][CH2:11][NH:10][C@@H:9]2[C:21]([NH2:23])=[O:22])[CH2:6][CH2:5][O:4][CH2:3][CH2:2]1. Reported procedure: The title compound was prepared in analogy to the procedure described in Step 1.8 but (2S,3S)-3-morpholin-4-ylmethyl-1-((S)-1-phenyl-ethyl)-pyrrolidine-2-carboxylic acid amide (Step 7.2) was used instead of (2S,3R)-3-methyl-1-((S)-1-phenyl-ethyl)-pyrrolidine-2-carboxylic acid amide. Moreover, 10% Pd on charcoal, wet with 50% H2O (Aldrich 330108) was used instead of the dry catalyst. Reactants: S1C(=NC2=C1C=CC=C2)C2CCN(CC2)C[C@H]2CN(C[C@@H]2C2=CC=CC=C2)[C@@H](C(=O)OCC2=CC=C(C=C2)OC)C2CCCCC2 (α-(R)-(3-(S)-((4-(Benzothiazol-2-yl)piperidin-1-yl)methyl)-4-(S)-phenylpyrrolidin-1-yl)-cyclohexaneacetic acid, 4-methoxybenzyl ester). Solvent: C(=O)O (formic acid). The product is [NH4+].[OH-] (NH4OH), S1C(=NC2=C1C=CC=C2)C2CCN(CC2)C[C@H]2CN(C[C@@H]2C2=CC=CC=C2)[C@@H](C(=O)O)C2CCCCC2 (α-(R)-(3-(S)-((4-(Benzothiazol-2-yl)piperidin-1-yl)methyl)-4-(S)-phenylpyrrolidin-1-yl)-cyclohexaneacetic acid). The yield is 167.6%. RXN SMILES: [S:1]1[C:5]2[CH:6]=[CH:7][CH:8]=[CH:9][C:4]=2[N:3]=[C:2]1[CH:10]1[CH2:15][CH2:14][N:13]([CH2:16][C@@H:17]2[C@@H:21]([C:22]3[CH:27]=[CH:26][CH:25]=[CH:24][CH:23]=3)[CH2:20][N:19]([C@H:28]([CH:41]3[CH2:46][CH2:45][CH2:44][CH2:43][CH2:42]3)[C:29]([O:31]CC3C=CC(OC)=CC=3)=[O:30])[CH2:18]2)[CH2:12][CH2:11]1>C(O)=O>[NH4+:3].[OH-:30].[S:1]1[C:5]2[CH:6]=[CH:7][CH:8]=[CH:9][C:4]=2[N:3]=[C:2]1[CH:10]1[CH2:15][CH2:14][N:13]([CH2:16][C@@H:17]2[C@@H:21]([C:22]3[CH:27]=[CH:26][CH:25]=[CH:24][CH:23]=3)[CH2:20][N:19]([C@H:28]([CH:41]3[CH2:42][CH2:43][CH2:44][CH2:45][CH2:46]3)[C:29]([OH:31])=[O:30])[CH2:18]2)[CH2:12][CH2:11]1 |f:2.3|. Reported procedure: A solution of 50 mg of α-(R)-(3-(S)-((4-(benzothiazol-2-yl)piperidin-1-yl)methyl)-4-(S)-phenylpyrrolidin-1-yl)-cyclohexaneacetic acid, 4-methoxybenzyl ester (from Step C) in 2 mL of formic acid (96%) was stirred at room temperature for 18 hours. After concentration under reduced pressure, the residue was purified by flash chromatography eluting with 10% MeOH in CH2Cl2, and then CHCl3: MeOH: NH4OH=80:15:1 to give 34 mg of the title compound as a white solid. 1H NMR (400 MHz, CD3OD): δ1.10-2.35 (m... The reactants are COC(=O)N[C@@H](C(=O)O)C1=CC=CC=C1 ((R)-methoxycarbonylamino-phenyl-acetic acid), Cl.C(C1=CC=CC=C1)OC([C@H]1NCCC1)=O (L-proline benzyl ester hydrochloride), C(C1=CC=CC=C1)OC(=O)[C@H]1N(CCC1)C([C@@H](C1=CC=CC=C1)NC(=O)OC(C)(C)C)=O ((S,R)-1-(2-tert-butoxycarbonylamino-2-phenylacetyl)-pyrrolidine-2-carboxylic acid benzyl ester). Product: C(C1=CC=CC=C1)OC(=O)[C@H]1N(CCC1)C([C@@H](C1=CC=CC=C1)NC(=O)OC)=O ((S,R)-1-(2-metoxycarbonylamino-2-phenyl-acetyl)-pyrrolidine-2-carboxylic acid benzyl ester). As a reaction SMILES: COC(N[C@H](C1C=CC=CC=1)C(O)=O)=O.Cl.C(OC(=O)[C@@H]1CCCN1)C1C=CC=CC=1.[CH2:32]([O:39][C:40]([C@@H:42]1[CH2:46][CH2:45][CH2:44][N:43]1[C:47](=[O:63])[C@H:48]([NH:55][C:56]([O:58][C:59](C)(C)C)=[O:57])[C:49]1[CH:54]=[CH:53][CH:52]=[CH:51][CH:50]=1)=[O:41])[C:33]1[CH:38]=[CH:37][CH:36]=[CH:35][CH:34]=1>>[CH2:32]([O:39][C:40]([C@@H:42]1[CH2:46][CH2:45][CH2:44][N:43]1[C:47](=[O:63])[C@H:48]([NH:55][C:56]([O:58][CH3:59])=[O:57])[C:49]1[CH:50]=[CH:51][CH:52]=[CH:53][CH:54]=1)=[O:41])[C:33]1[CH:38]=[CH:37][CH:36]=[CH:35][CH:34]=1 |f:1.2|. Reported procedure: Compound 32 was synthesized from compound 31 and L-proline benzyl ester hydrochloride, following the procedure as described for compound 2a, as a white crystallized solid. MS (ESI, EI+) m/z=397 (MH+). Starting materials: Cc1ccccc1, CC1(C)C(C=C(Cl)Cl)C1C(=O)Cl, OC1CC(Cc2ccc(F)cc2)c2ccccc21, c1ccncc1. As a reaction SMILES: [CH3:37][c:38]1[cH:39][cH:40][cH:41][cH:42][cH:43]1.[Cl:19][C:20](=[CH:21][CH:22]1[C:23]([CH3:28])([CH3:29])[CH:24]1[C:25](=[O:26])[Cl:27])[Cl:30].[F:1][c:2]1[cH:3][cH:4][c:5]([CH2:8][CH:9]2[CH2:10][CH:11]([OH:18])[c:12]3[cH:13][cH:14][cH:15][cH:16][c:17]32)[cH:6][cH:7]1.[cH:31]1[cH:32][cH:33][n:34][cH:35][cH:36]1>>[F:1][c:2]1[cH:3][cH:4][c:5]([CH2:8][CH:9]2[CH2:10][CH:11]([O:18][C:25]([CH:24]3[CH:22]([CH:21]=[C:20]([Cl:19])[Cl:30])[C:23]3([CH3:28])[CH3:29])=[O:26])[c:12]3[cH:13][cH:14][cH:15][cH:16][c:17]32)[cH:6][cH:7]1. The product is CC1(C)C(C=C(Cl)Cl)C1C(=O)OC1CC(Cc2ccc(F)cc2)c2ccccc21.